describe an organic reaction: reactants, conditions, products, and yield From a dataset of the Open Reaction Database (ORD), a public repository of structured organic reaction records. Reactants: NC1=CC=C(C=C1)C1=CC=C(C=C1)CC=1N(C=C(N1)C1=C(C=C(C=C1)Cl)Cl)C1=CC=C(C=C1)N1CC(N(S1(=O)=O)COCC[Si](C)(C)C)=O (5-{4-[2-(4′-Amino-biphenyl-4-ylmethyl)-4-(2,4-dichloro-phenyl)-imidazol-1-yl]-phenyl}-1,1-dioxo-2-(2-trimethylsilanyl-ethoxymethyl)-[1,2,5]thiadiazolidin-3-one), BrCCCCC(=O)Cl (5-bromovaleryl chloride). Yields the product ClC1=C(C=CC(=C1)Cl)C=1N=C(N(C1)C1=CC=C(C=C1)N1S(N(C(C1)=O)COCC[Si](C)(C)C)(=O)=O)CC1=CC=C(C=C1)C1=CC=C(C=C1)NC(CCCCBr)=O (5-bromo-pentanoic acid [4′-(4-(2,4-dichloro-phenyl)-1-{-4-[1,1,4-trioxo-5-(2-trimethylsilanyl-ethoxymethyl)-[1,2,5]thiadiazolidin-2-yl]-phenyl}-1H-imidazol-2-ylmethyl)-biphenyl-4-yl]-amide). As a reaction SMILES: [NH2:1][C:2]1[CH:7]=[CH:6][C:5]([C:8]2[CH:13]=[CH:12][C:11]([CH2:14][C:15]3[N:16]([C:28]4[CH:33]=[CH:32][C:31]([N:34]5[S:38](=[O:40])(=[O:39])[N:37]([CH2:41][O:42][CH2:43][CH2:44][Si:45]([CH3:48])([CH3:47])[CH3:46])[C:36](=[O:49])[CH2:35]5)=[CH:30][CH:29]=4)[CH:17]=[C:18]([C:20]4[CH:25]=[CH:24][C:23]([Cl:26])=[CH:22][C:21]=4[Cl:27])[N:19]=3)=[CH:10][CH:9]=2)=[CH:4][CH:3]=1.[Br:50][CH2:51][CH2:52][CH2:53][CH2:54][C:55](Cl)=[O:56]>>[Cl:27][C:21]1[CH:22]=[C:23]([Cl:26])[CH:24]=[CH:25][C:20]=1[C:18]1[N:19]=[C:15]([CH2:14][C:11]2[CH:12]=[CH:13][C:8]([C:5]3[CH:4]=[CH:3][C:2]([NH:1][C:55](=[O:56])[CH2:54][CH2:53][CH2:52][CH2:51][Br:50])=[CH:7][CH:6]=3)=[CH:9][CH:10]=2)[N:16]([C:28]2[CH:33]=[CH:32][C:31]([N:34]3[CH2:35][C:36](=[O:49])[N:37]([CH2:41][O:42][CH2:43][CH2:44][Si:45]([CH3:48])([CH3:47])[CH3:46])[S:38]3(=[O:39])=[O:40])=[CH:30][CH:29]=2)[CH:17]=1. Reported procedure: 5-{4-[2-(4′-Amino-biphenyl-4-ylmethyl)-4-(2,4-dichloro-phenyl)-imidazol-1-yl]-phenyl}-1,1-dioxo-2-(2-trimethylsilanyl-ethoxymethyl)-[1,2,5]thiadiazolidin-3-one (74 mg, 0.1 mmol) was treated as described in general procedure U using 5-bromovaleryl chloride (40 mg, 0.2 mmol) to give the intermediate 5-bromo-pentanoic acid [4′-(4-(2,4-dichloro-phenyl)-1-{-4-[1,1,4-trioxo-5-(2-trimethylsilanyl-ethoxymethyl)-[1,2,5]thiadiazolidin-2-yl]-phenyl}-1H-imidazol-2-ylmethyl)-biphenyl-4-yl]-amide, which was t... The reactants are CC(=O)[O-], CCO, Cl, O=C(c1ccc(F)cc1F)C1CCN(Cc2ccccc2)C1, NO, [NH4+], O. Product: ON=C(c1ccc(F)cc1F)C1CCN(Cc2ccccc2)C1. As a reaction SMILES: [CH3:27][C:28](=[O:29])[O-:30].[CH3:31][CH2:32][OH:33].[ClH:25].[F:1][c:2]1[c:3]([C:9](=[O:10])[CH:11]2[CH2:12][N:13]([CH2:16][c:17]3[cH:18][cH:19][cH:20][cH:21][cH:22]3)[CH2:14][CH2:15]2)[cH:4][cH:5][c:6]([F:8])[cH:7]1.[NH2:23][OH:24].[NH4+:26].[OH2:34]>>[F:1][c:2]1[c:3]([C:9]([CH:11]2[CH2:12][N:13]([CH2:16][c:17]3[cH:18][cH:19][cH:20][cH:21][cH:22]3)[CH2:14][CH2:15]2)=[N:23][OH:24])[cH:4][cH:5][c:6]([F:8])[cH:7]1. Reactants: [BH4-], COC(=O)c1ccc(OC)c(C#N)c1, CO, [Cl-], [NH4+], [Na+], C1CCOC1. The product is COc1ccc(CO)cc1C#N. As a reaction SMILES: [BH4-:20].[C:1](#[N:2])[c:3]1[cH:4][c:5]([C:6](=[O:7])[O:8][CH3:9])[cH:10][cH:11][c:12]1[O:13][CH3:14].[CH3:24][OH:25].[Cl-:22].[NH4+:23].[Na+:21].[O:15]1[CH2:16][CH2:17][CH2:18][CH2:19]1>>[C:1](#[N:2])[c:3]1[cH:4][c:5]([CH2:6][OH:7])[cH:10][cH:11][c:12]1[O:13][CH3:14]. The reactants are CC(C)(C)OC(=O)N1CCN(c2ccc(C(=O)O)cc2)CC1, CCN(C(C)C)C(C)C, ClCCl, ClC(Cl)Cl, Cl, CCOC(=O)COc1ccc(N)c(C)c1. RXN SMILES: [CH3:1][C:2]([CH3:3])([O:4][C:5](=[O:6])[N:7]1[CH2:8][CH2:9][N:10]([c:13]2[cH:14][cH:15][c:16]([C:17](=[O:18])[OH:19])[cH:20][cH:21]2)[CH2:11][CH2:12]1)[CH3:22].[CH:42]([N:43]([CH:44]([CH3:45])[CH3:46])[CH2:47][CH3:48])([CH3:49])[CH3:50].[Cl:39][CH2:40][Cl:41].[Cl:51][CH:52]([Cl:53])[Cl:54].[ClH:23].[NH2:24][c:25]1[c:26]([CH3:38])[cH:27][c:28]([O:29][CH2:30][C:31](=[O:32])[O:33][CH2:34][CH3:35])[cH:36][cH:37]1>>[CH3:1][C:2]([CH3:3])([O:4][C:5](=[O:6])[N:7]1[CH2:8][CH2:9][N:10]([c:13]2[cH:14][cH:15][c:16]([C:17](=[O:18])[NH:24][c:25]3[c:26]([CH3:38])[cH:27][c:28]([O:29][CH2:30][C:31](=[O:32])[O:33][CH2:34][CH3:35])[cH:36][cH:37]3)[cH:20][cH:21]2)[CH2:11][CH2:12]1)[CH3:22]. Yields the product CCOC(=O)COc1ccc(NC(=O)c2ccc(N3CCN(C(=O)OC(C)(C)C)CC3)cc2)c(C)c1.